This data is from the Open Reaction Database (ORD), a public repository of structured organic reaction records. The task is: describe an organic reaction: reactants, conditions, products, and yield The reactants are ClC1=C(CNC2=NC(=NC(=C2C2=CC=CC=C2)NC)N=NC2=NC=CC=N2)C(=CC=C1)F (4-(2-chloro-6-fluorobenzyl)amino-6-methylamino-5-phenylazopyrimidine), S(=O)([O-])S(=O)[O-].[Na+].[Na+] (sodium dithionite), CN(C=O)C (N,N-dimethylformamide). Solvent: [OH-].[Na+] (NaOH). Product: NC=1C(=NC=NC1NC)NCC1=C(C=CC=C1F)Cl (5-amino-4-(2-chloro-6-fluorobenzyl)amino-6-methylaminopyrimidine). The yield is 79.0%. RXN SMILES: [Cl:1][C:2]1[CH:31]=[CH:30][CH:29]=[C:28]([F:32])[C:3]=1[CH2:4][NH:5][C:6]1[C:11](C2C=CC=CC=2)=[C:10]([NH:18][CH3:19])[N:9]=[C:8](N=NC2N=CC=CN=2)[N:7]=1.S(S([O-])=O)([O-])=O.[Na+].[Na+].C[N:42](C)C=O>[OH-].[Na+]>[NH2:42][C:11]1[C:6]([NH:5][CH2:4][C:3]2[C:28]([F:32])=[CH:29][CH:30]=[CH:31][C:2]=2[Cl:1])=[N:7][CH:8]=[N:9][C:10]=1[NH:18][CH3:19] |f:1.2.3,5.6|. Reported procedure: In N,N-dimethylformamide (20 ml) and 2 N NaOH (5 ml) was dissolved 4-(2-chloro-6-fluorobenzyl)amino-6-methylamino-5-phenylazopyrimidine (1.112 g, 3 mmols), and sodium dithionite (3.27 g, 15 mmol; purity 80%) was added portionwise to the solution with stirring at 140°-150° C. The mixture was stirred at the same temperature for 30 minutes, after which it was concentrated to dryness under reduced pressure, and water was added to the residue. The mixture was adjusted to pH 12-13 by addition of 2 N N... The reactants are C1(=CC=CC=C1)C1=NC=C(C=N1)C(=O)O (2-phenyl-pyrimidine-5-carboxylic acid), C(C(=O)Cl)(=O)Cl (oxalyl chloride), C1(=CC=CC=C1)C1=NSC(=N1)N (3-phenyl-[1,2,4]thiadiazol-5-ylamine), CN(C)C=O (DMF). The solvent is C(Cl)Cl (DCM), CN1CCCC1=O (NMP). Conditions: temperature 0 celsius, time 20 minute. Yields the product C1(=CC=CC=C1)C1=NSC(=N1)NC(=O)C=1C=NC(=NC1)C1=CC=CC=C1 (2-phenyl-pyrimidine-5-carboxylic acid (3-phenyl-[1,2,4]thiadiazol-5-yl)-amide). Yield: 59.6%. RXN SMILES: [C:1]1([C:7]2[N:12]=[CH:11][C:10]([C:13]([OH:15])=O)=[CH:9][N:8]=2)[CH:6]=[CH:5][CH:4]=[CH:3][CH:2]=1.C(Cl)(=O)C(Cl)=O.CN(C=O)C.[C:27]1([C:33]2[N:37]=[C:36]([NH2:38])[S:35][N:34]=2)[CH:32]=[CH:31][CH:30]=[CH:29][CH:28]=1>C(Cl)Cl.CN1C(=O)CCC1>[C:27]1([C:33]2[N:37]=[C:36]([NH:38][C:13]([C:10]3[CH:11]=[N:12][C:7]([C:1]4[CH:2]=[CH:3][CH:4]=[CH:5][CH:6]=4)=[N:8][CH:9]=3)=[O:15])[S:35][N:34]=2)[CH:28]=[CH:29][CH:30]=[CH:31][CH:32]=1. Procedure details: To a suspension of 2-phenyl-pyrimidine-5-carboxylic acid (400 mg, 2 mmol) in DCM (10 mL), oxalyl chloride (0.2 mL, 2.3 mmol) is added at 0° C. followed by DMF (0.23 mL, 3 mmol). The mixture is stirred at 0° C. for 20 minutes, warmed to room temperature and stirred for 20 additional min. The mixture is concentrated in vacuo. The residue is dissolved in DCM and 3-phenyl-[1,2,4]thiadiazol-5-ylamine (248 mg, 1.4 mmol) is added followed by NMP (0.5 mL). The mixture is stirred at room temperature for ... Reactants: C(N)(=O)C=1C=C(C=CC1)B(O)O (3-carbamoylphenyl boronic acid), C(C1=CC=CC=C1)N1C2C=C(CC1CC2)OS(=O)(=O)C(F)(F)F (trifluoro-methanesulfonic acid 8-benzyl-8-aza-bicyclo[3.2.1]oct-2-en-3-yl ester), [F-].[K+] (potassium fluoride), crude product. Reagents/catalysts: C(C)(=O)[O-].[Pd+2].C(C)(=O)[O-] (palladium (II) acetate), C1(=CC=CC=C1)P([C-]1C=CC=C1)C1=CC=CC=C1.[C-]1(C=CC=C1)P(C1=CC=CC=C1)C1=CC=CC=C1.[Fe+2] (1,1′-bis(diphenylphosphino)ferrocene). Run in C1CCOC1 (THF), C1CCOC1 (THF). Conditions: temperature 67 celsius, time 2 hour. Yields the product C(C1=CC=CC=C1)N1C2C=C(CC1CC2)C=2C=C(C(=O)N)C=CC2 (3-(8-benzyl-8-azabicyclo[3.2.1]oct-2-en-3-yl)benzamide). As a reaction SMILES: [C:1]([C:4]1[CH:5]=[C:6](B(O)O)[CH:7]=[CH:8][CH:9]=1)(=[O:3])[NH2:2].[F-].[K+].[CH2:15]([N:22]1[CH:27]2[CH2:28][CH2:29][CH:23]1[CH:24]=[C:25](OS(C(F)(F)F)(=O)=O)[CH2:26]2)[C:16]1[CH:21]=[CH:20][CH:19]=[CH:18][CH:17]=1>C([O-])(=O)C.[Pd+2].C([O-])(=O)C.C1(P(C2C=CC=CC=2)[C-]2C=CC=C2)C=CC=CC=1.[C-]1(P(C2C=CC=CC=2)C2C=CC=CC=2)C=CC=C1.[Fe+2].C1COCC1>[CH2:15]([N:22]1[CH:27]2[CH2:28][CH2:29][CH:23]1[CH:24]=[C:25]([C:6]1[CH:5]=[C:4]([CH:9]=[CH:8][CH:7]=1)[C:1]([NH2:2])=[O:3])[CH2:26]2)[C:16]1[CH:21]=[CH:20][CH:19]=[CH:18][CH:17]=1 |f:1.2,4.5.6,7.8.9|. Procedure: To the crude product of the previous step was added THF (420 mL) and the solution was purged with nitrogen for 5 min. To a 2 L flask was added 3-carbamoylphenyl boronic acid (98%, 33.0 g, 200 mmol), palladium (II) acetate (98%. 0.46 g, 2 mmol), 1,1′-bis(diphenylphosphino)ferrocene (97%, 1.1 g, 2 mmol). and potassium fluoride (34.9 g, 600 mmol) followed by the THF solution of trifluoro-methanesulfonic acid 8-benzyl-8-aza-bicyclo[3.2.1]oct-2-en-3-yl ester. The resulting mixture was purged with nit... The reactants are C(C)(C)O (isopropanol), C(CCCCC)N1CCNCC1 (n-hexyl piperazine), ClCCC(CC)=O (1-chloro-3-pentanone), C(C)(C)O (isopropanol), Cl (HCl). The product is Cl.Cl.C(CCCCC)N1CCN(CC1)C=1CC(C=CC1)=O (1-Hexyl-4-(3-Ketophenyl)-piperazine Dihydrochloride). Reaction SMILES: [CH2:1]([N:7]1[CH2:12][CH2:11][NH:10][CH2:9][CH2:8]1)[CH2:2][CH2:3][CH2:4][CH2:5][CH3:6].[Cl:13][CH2:14][CH2:15][C:16](=[O:19])[CH2:17][CH3:18].[ClH:20].[CH:21](O)(C)C>>[ClH:13].[ClH:20].[CH2:1]([N:7]1[CH2:8][CH2:9][N:10]([C:14]2[CH2:15][C:16](=[O:19])[CH:17]=[CH:18][CH:21]=2)[CH2:11][CH2:12]1)[CH2:2][CH2:3][CH2:4][CH2:5][CH3:6] |f:4.5.6|. Procedure details: A mixture of 8.5 g (0.05 mole) of a n-hexyl piperazine and 6.8 g (0.056 mole) of 1-chloro-3-pentanone was heated to 140° for 5 minutes. The reaction product was dissolved in isopropanol and acidified with a solution of HCl in isopropanol. The dihydrochloride salt was filtered and crystallized from acetonitrile to give 11.0 g of white solid with a melting point of 230°-233° C. Starting materials: CC1CCCCC1N, CC(C)O, CCN(C(C)C)C(C)C, Nc1nccc(Cl)c1[N+](=O)[O-], Cl. Yields the product CC1CCCCC1N(C)c1ccnc(N)c1[N+](=O)[O-]. As a reaction SMILES: [CH3:13][CH:14]1[CH:15]([NH2:20])[CH2:16][CH2:17][CH2:18][CH2:19]1.[CH3:30][CH:31]([OH:32])[CH3:33].[CH:21]([N:22]([CH2:23][CH3:24])[CH:25]([CH3:26])[CH3:27])([CH3:28])[CH3:29].[Cl:1][c:2]1[c:3]([N+:9](=[O:10])[O-:11])[c:4]([NH2:8])[n:5][cH:6][cH:7]1.[ClH:12]>>[c:2]1([N:20]([CH:15]2[CH:14]([CH3:13])[CH2:19][CH2:18][CH2:17][CH2:16]2)[CH3:21])[c:3]([N+:9](=[O:10])[O-:11])[c:4]([NH2:8])[n:5][cH:6][cH:7]1. Starting materials: OC(=O)C(F)(F)F.FC(CNC1=C(N=C2C(=N1)C(NCC2)C)N2CCC(CC2)OC2=C(C=C(C=C2)F)F)F (N-(2,2-difluoroethyl)-2-(4-(2,4-difluorophenoxyl)piperidin-1-yl)-5-methyl-5,6,7,8-tetrahydropyrido[3,4-b]pyrazin-3-amine TFA salt), CCN(C(C)C)C(C)C (DIPEA), C(C)(=O)OC(C)=O (acetic anhydride). The solvent is C(Cl)Cl (DCM). The product is FC(CNC1=C(N=C2C(=N1)C(N(CC2)C(C)=O)C)N2CCC(CC2)OC2=C(C=C(C=C2)F)F)F (1-(3-(2,2-difluoroethylamino)-2-(4-(2,4-difluorophenoxyl)piperidin-1-yl)-5-methyl-7,8-dihydropyrido[3,4-b]pyrazin-6(5H)-yl)ethanone), C(=O)(C(F)(F)F)O (TFA). The yield is 578.2%. Reaction SMILES: [OH:1][C:2]([C:4]([F:7])([F:6])[F:5])=[O:3].[F:8][CH:9]([F:38])[CH2:10][NH:11][C:12]1[N:17]=[C:16]2[CH:18]([CH3:22])[NH:19][CH2:20][CH2:21][C:15]2=[N:14][C:13]=1[N:23]1[CH2:28][CH2:27][CH:26]([O:29][C:30]2[CH:35]=[CH:34][C:33]([F:36])=[CH:32][C:31]=2[F:37])[CH2:25][CH2:24]1.CCN(C(C)C)C(C)C.C(OC(=O)C)(=O)C>C(Cl)Cl>[F:38][CH:9]([F:8])[CH2:10][NH:11][C:12]1[N:17]=[C:16]2[CH:18]([CH3:22])[N:19]([C:2](=[O:1])[CH3:4])[CH2:20][CH2:21][C:15]2=[N:14][C:13]=1[N:23]1[CH2:28][CH2:27][CH:26]([O:29][C:30]2[CH:35]=[CH:34][C:33]([F:36])=[CH:32][C:31]=2[F:37])[CH2:25][CH2:24]1.[C:2]([OH:3])([C:4]([F:7])([F:6])[F:5])=[O:1] |f:0.1|. Procedure details: A solution of N-(2,2-difluoroethyl)-2-(4-(2,4-difluorophenoxyl)piperidin-1-yl)-5-methyl-5,6,7,8-tetrahydropyrido[3,4-b]pyrazin-3-amine TFA salt (15 mg, 0.027 mmol), DIPEA (14.20 μL, 0.081 mmol), and acetic anhydride (3.8 μL, 0.041 mmol) in DCM (271 μL) was stirred at room temperature overnight. Purification by HPLC Method A gave the title compound as a TFA salt (8.9 mg) as an off-white film. 1H NMR (500 MHz, methanol-d4, mixture of rotamers) δ ppm 1.45 (d, J=6.8 Hz, 1.9H), 1.58 (d, J=6.8 Hz, 1.1... Starting materials: C(C(O)C)#N (lactonitrile), Cl (hydrogen chloride), C(C)OCC (ethyl ether). The solvent is C(C)O (ethanol). Conditions: time 60 hour. Product: Cl.C(C)OC(C(C)O)=N (2-Hydroxy-propionimidic acid ethyl ester hydrochloride). RXN SMILES: [C:1](#[N:5])[CH:2]([CH3:4])[OH:3].[ClH:6].[CH2:7]([O:9]CC)[CH3:8]>C(O)C>[ClH:6].[CH2:7]([O:9][C:1](=[NH:5])[CH:2]([OH:3])[CH3:4])[CH3:8] |f:4.5|. Procedure: A solution of lactonitrile (378 g, 5.32 mol) in ethyl ether (1.46 L) and ethanol (0.34 L) was saturated with hydrogen chloride gas at 0-5° C. for 0.5 h and kept at 5° C. for 60 h. The resulting precipitate was filtered off and washed twice with ethyl ether to give the title compound of Preparation Twelve, Step A as a solid, 815 g (99%). mp: 165-168° C.; 1H NMR (CD3OD, 250 MHz) δ 1.45-1.53 (c, 6H), 4.40-4.61 (c, 3H).